This data is from the Open Reaction Database (ORD), a public repository of structured organic reaction records. The task is: describe an organic reaction: reactants, conditions, products, and yield Starting materials: Cc1ccc(S(=O)(=O)Oc2cc([N+](=O)[O-])c(F)cc2Cl)cc1[N+](=O)[O-], [K+], C1COCCO1, [OH-], O. The product is O=[N+]([O-])c1cc(O)c(Cl)cc1F. Reaction SMILES: [CH3:3][c:4]1[cH:5][cH:6][c:7]([S:8](=[O:9])(=[O:10])[O:13][c:14]2[c:15]([Cl:24])[cH:16][c:17]([F:23])[c:18]([N+:20](=[O:21])[O-:22])[cH:19]2)[cH:11][c:12]1[N+:25]([O-:26])=[O:27].[K+:2].[O:29]1[CH2:30][CH2:31][O:32][CH2:33][CH2:34]1.[OH-:1].[OH2:28]>>[OH:13][c:14]1[c:15]([Cl:24])[cH:16][c:17]([F:23])[c:18]([N+:20](=[O:21])[O-:22])[cH:19]1. Reactants: CC(C)N1N=CC2=C1N=C(C=C2C(=O)O)C2=CC=NC=C2 (1-(1-methylethyl)-6-(4-pyridinyl)-1H-pyrazolo[3,4-b]pyridine-4-carboxylic acid), NCC=1C(NC(=CC1C1=CC=CC=C1)C)=O (3-(aminomethyl)-6-methyl-4-phenyl-2(1H)-pyridinone). Product: CC(C)N1N=CC2=C1N=C(C=C2C(=O)NCC=2C(NC(=CC2C2=CC=CC=C2)C)=O)C2=CC=NC=C2 (1-(1-Methylethyl)-N-[(6-methyl-2-oxo-4-phenyl-1,2-dihydro-3-pyridinyl)methyl]-6-(4-pyridinyl)-1H-pyrazolo[3,4-b]pyridine-4-carboxamide). RXN SMILES: [CH3:1][CH:2]([N:4]1[C:8]2[N:9]=[C:10]([C:16]3[CH:21]=[CH:20][N:19]=[CH:18][CH:17]=3)[CH:11]=[C:12]([C:13](O)=[O:14])[C:7]=2[CH:6]=[N:5]1)[CH3:3].[NH2:22][CH2:23][C:24]1[C:25](=[O:37])[NH:26][C:27]([CH3:36])=[CH:28][C:29]=1[C:30]1[CH:35]=[CH:34][CH:33]=[CH:32][CH:31]=1>>[CH3:1][CH:2]([N:4]1[C:8]2[N:9]=[C:10]([C:16]3[CH:21]=[CH:20][N:19]=[CH:18][CH:17]=3)[CH:11]=[C:12]([C:13]([NH:22][CH2:23][C:24]3[C:25](=[O:37])[NH:26][C:27]([CH3:36])=[CH:28][C:29]=3[C:30]3[CH:35]=[CH:34][CH:33]=[CH:32][CH:31]=3)=[O:14])[C:7]=2[CH:6]=[N:5]1)[CH3:3]. Procedure details: The title compound was prepared in the same manner as described in example 11 from 1-(1-methylethyl)-6-(4-pyridinyl)-1H-pyrazolo[3,4-b]pyridine-4-carboxylic acid (150 mg, 0.531 mmol) and 3-(aminomethyl)-6-methyl-4-phenyl-2(1H)-pyridinone (133 mg, 0.531 mmol). The product was collected as a white solid, 0.041 g (15%). LCMS E-S (M+H)=479.3. 1H NMR (400 MHz, DMSO-d6) δ ppm 1.57 (d, J=6.82 Hz, 6H) 2.23 (s, 3H) 4.23-4.27 (m, 2H) 5.33-5.42 (m, 1H) 6.02-6.04 (m, 1H) 7.35-7.42 (m, 1H) 7.43 (s, 4H) 8.23-...